Dataset: the Open Reaction Database (ORD), a public repository of structured organic reaction records. Task: describe an organic reaction: reactants, conditions, products, and yield Reactants: C1COCCN1 (effective_coupling_partner), CC(C)(C)C(=O)Oc2ccc1OCOc1c2 (substrate). Run at temperature 80 celsius, time 3 hour. The reagents and catalysts are IPr. Product: c2cc1OCOc1cc2N3CCOCC3. The reactants are CC(=O)OC(C)=O, COc1ccc(C(=O)Cc2ccc(Cl)c(Cl)c2)cc1OC, O, O=[N+]([O-])O. The product is COc1cc(C(=O)Cc2ccc(Cl)c(Cl)c2)c([N+](=O)[O-])cc1OC. As a reaction SMILES: [CH3:27][C:28]([O:29][C:30](=[O:31])[CH3:32])=[O:33].[Cl:1][c:2]1[cH:3][c:4]([CH2:9][C:10](=[O:11])[c:12]2[cH:13][c:14]([O:20][CH3:21])[c:15]([O:18][CH3:19])[cH:16][cH:17]2)[cH:5][cH:6][c:7]1[Cl:8].[OH2:26].[OH:22][N+:23]([O-:24])=[O:25]>>[Cl:1][c:2]1[cH:3][c:4]([CH2:9][C:10](=[O:11])[c:12]2[cH:13][c:14]([O:20][CH3:21])[c:15]([O:18][CH3:19])[cH:16][c:17]2[N+:23](=[O:22])[O-:24])[cH:5][cH:6][c:7]1[Cl:8]. Starting materials: CCCCCCCCC=CCCCCCCCC(=O)OCC(COP(=O)(O)OCC(CO)O)OC(=O)CCCCCCCC=CCCCCCCCC (DOPG), CCCCCCCC/C=C/CCCCCCCCOCCOP(=O)([O-])OCC[N+](C)(C)C (OOPC). Run in C(Cl)(Cl)Cl (chloroform). The product is CCCCCCCCC=CCCCCCCCC(=O)OCC(COP(=O)(O)OCC(CO)O)OC(=O)CCCCCCCC=CCCCCCCCC.CCCCCCCC/C=C\CCCCCCCC(=O)OC[C@H](COP(=O)([O-])OCC[N+](C)(C)C)OC(=O)CCCCCCC/C=C\CCCCCCCC (DOPG DOPC). RXN SMILES: [CH3:1][CH2:2][CH2:3][CH2:4][CH2:5][CH2:6][CH2:7][CH2:8][CH:9]=[CH:10][CH2:11][CH2:12][CH2:13][CH2:14][CH2:15][CH2:16][CH2:17][C:18]([O:20][CH2:21][CH:22]([O:34][C:35]([CH2:37][CH2:38][CH2:39][CH2:40][CH2:41][CH2:42][CH2:43][CH:44]=[CH:45][CH2:46][CH2:47][CH2:48][CH2:49][CH2:50][CH2:51][CH2:52][CH3:53])=[O:36])[CH2:23][O:24][P:25]([O:28][CH2:29][CH:30]([OH:33])[CH2:31][OH:32])([OH:27])=[O:26])=[O:19].CCCCCCCC/C=C/CCCCCCCCOCCOP(OC[CH2:81][N+:82](C)([CH3:84])[CH3:83])([O-])=O>C(Cl)(Cl)Cl>[CH3:1][CH2:2][CH2:3][CH2:4][CH2:5][CH2:6][CH2:7][CH2:8][CH:9]=[CH:10][CH2:11][CH2:12][CH2:13][CH2:14][CH2:15][CH2:16][CH2:17][C:18]([O:20][CH2:21][CH:22]([O:34][C:35]([CH2:37][CH2:38][CH2:39][CH2:40][CH2:41][CH2:42][CH2:43][CH:44]=[CH:45][CH2:46][CH2:47][CH2:48][CH2:49][CH2:50][CH2:51][CH2:52][CH3:53])=[O:36])[CH2:23][O:24][P:25]([O:28][CH2:29][CH:30]([OH:33])[CH2:31][OH:32])([OH:27])=[O:26])=[O:19].[CH3:1][CH2:2][CH2:3][CH2:4][CH2:5][CH2:6][CH2:7][CH2:8]/[CH:9]=[CH:10]\[CH2:11][CH2:12][CH2:13][CH2:14][CH2:15][CH2:16][CH2:17][C:18]([O:20][CH2:21][C@@H:22]([O:34][C:35]([CH2:37][CH2:38][CH2:39][CH2:40][CH2:41][CH2:42][CH2:43]/[CH:44]=[CH:45]\[CH2:46][CH2:47][CH2:48][CH2:49][CH2:50][CH2:51][CH2:52][CH3:53])=[O:36])[CH2:23][O:24][P:25]([O:28][CH2:29][CH2:30][N+:82]([CH3:84])([CH3:83])[CH3:81])([O-:27])=[O:26])=[O:19] |f:3.4|. Procedure details: DOPG/DOPC SUV's were prepared by dissolving 40 mg DOPG and 60 mg OOPC in chloroform and drying off the solvent under a stream of nitrogen gas. This dried film was placed under vacuum overnight to remove traces of solvent. The film was then suspended in 2 ml water with vigorous shaking and sonicated in a bath type sonicator for 30 minutes until clear, producing DOPG/DOPC SUV's at a concentration of 50 mg/ml. Reactants: COc1ccc2nc(S(=O)Cl)[nH]c2c1, [Li]Cc1cccc2c1N(C)CCC2, c1ccccc1. Yields the product COc1ccc2nc(S(=O)Cc3cccc4c3N(C)CCC4)[nH]c2c1. As a reaction SMILES: [CH3:14][O:15][c:16]1[cH:17][c:18]2[c:19]([n:20][c:21]([S:23](=[O:24])[Cl:25])[nH:22]2)[cH:26][cH:27]1.[CH3:1][N:2]1[CH2:3][CH2:4][CH2:5][c:6]2[cH:7][cH:8][cH:9][c:10]([CH2:12][Li:13])[c:11]21.[cH:28]1[cH:29][cH:30][cH:31][cH:32][cH:33]1>>[CH3:1][N:2]1[CH2:3][CH2:4][CH2:5][c:6]2[cH:7][cH:8][cH:9][c:10]([CH2:12][S:23]([c:21]3[n:20][c:19]4[c:18]([cH:17][c:16]([O:15][CH3:14])[cH:27][cH:26]4)[nH:22]3)=[O:24])[c:11]21. Starting materials: CCCC[Sn](CCCC)(CCCC)c1cnnn1C, COC(=O)c1cc(I)c(C(F)(F)F)cc1N, C1COCCO1. The product is COC(=O)c1cc(-c2cnnn2C)c(C(F)(F)F)cc1N. Reaction SMILES: [CH3:17][n:18]1[n:19][n:20][cH:21][c:22]1[Sn:23]([CH2:24][CH2:25][CH2:26][CH3:27])([CH2:28][CH2:29][CH2:30][CH3:31])[CH2:32][CH2:33][CH2:34][CH3:35].[CH3:1][O:2][C:3]([c:4]1[c:5]([NH2:15])[cH:6][c:7]([C:11]([F:12])([F:13])[F:14])[c:8]([I:10])[cH:9]1)=[O:16].[O:36]1[CH2:37][CH2:38][O:39][CH2:40][CH2:41]1>>[CH3:1][O:2][C:3]([c:4]1[c:5]([NH2:15])[cH:6][c:7]([C:11]([F:12])([F:13])[F:14])[c:8](-[c:22]2[n:18]([CH3:17])[n:19][n:20][cH:21]2)[cH:9]1)=[O:16]. The reactants are C1(=CC=CC=C1)CNCC=C (N-(phenylmethyl)-2-propen-1-amine), CC(C)(C)OC(=O)N(CC(=O)O)CC1=CC=CC=C1 (N-{[(1,1-dimethylethyl)oxy]carbonyl}-N-(phenylmethyl)glycine), CCN(C(C)C)C(C)C (DIPEA), CN(C)C(=[N+](C)C)ON1C2=C(C=CC=C2)N=N1.[B-](F)(F)(F)F (TBTU). Solvent: CN(C)C=O (DMF), C(C)(=O)OCC (ethyl acetate). Conditions: time 2 hour. Yields the product O=C(CN(C(OC(C)(C)C)=O)CC1=CC=CC=C1)N(CC=C)CC1=CC=CC=C1 (1,1-dimethylethyl {2-oxo-2-[(phenylmethyl)(2-propen-1-yl)amino]ethyl}(phenylmethyl)carbamate). Isolated yield 95.1%. As a reaction SMILES: [CH3:1][C:2]([O:5][C:6]([N:8]([CH2:13][C:14]1[CH:19]=[CH:18][CH:17]=[CH:16][CH:15]=1)[CH2:9][C:10]([OH:12])=O)=[O:7])([CH3:4])[CH3:3].CCN(C(C)C)C(C)C.CN(C(ON1N=NC2C=CC=CC1=2)=[N+](C)C)C.[B-](F)(F)(F)F.[C:51]1([CH2:57][NH:58][CH2:59][CH:60]=[CH2:61])[CH:56]=[CH:55][CH:54]=[CH:53][CH:52]=1>CN(C=O)C.C(OCC)(=O)C>[O:12]=[C:10]([N:58]([CH2:57][C:51]1[CH:56]=[CH:55][CH:54]=[CH:53][CH:52]=1)[CH2:59][CH:60]=[CH2:61])[CH2:9][N:8]([CH2:13][C:14]1[CH:19]=[CH:18][CH:17]=[CH:16][CH:15]=1)[C:6](=[O:7])[O:5][C:2]([CH3:1])([CH3:3])[CH3:4] |f:2.3|. Procedure details: A solution of N-{[(1,1-dimethylethyl)oxy]carbonyl}-N-(phenylmethyl)glycine (D88, 1.06 g, 4.0 mmol), DIPEA (1.38 ml, 8.0 mmol) and TBTU (1.61 g, 5.0 mmol) in dry DMF (8 ml) was stirred at room temperature for 30 min. Then N-(phenylmethyl)-2-propen-1-amine (D87, 647 mg, 4.4 mmol) was added and stirring was continued for another 2 h. After reaction was completed, ethyl acetate was added and the organic layer was washed with water and brine. The residue was purified via flash chromatography to give ... Starting materials: ClC1=CC=C(OC2=CC=C(C=C2)NC2CCN(CC2)C(=O)OC(C)(C)C)C=C1 (1,1-dimethylethyl 4-[[4-(4-chlorophenoxy)phenyl]amino]-1-piperidinecarboxylate), Cl (hydrochloric acid), O1CCOCC1 (dioxane). Solvent: ClCCl (dichloromethane). Conditions: time 17 hour. Yields the product Cl.ClC1=CC=C(OC2=CC=C(C=C2)NC2CCNCC2)C=C1 (N-[4-(4-chlorophenoxy)phenyl]-4-piperidinamine hydrochloride salt). Isolated yield 203.7%. RXN SMILES: [Cl:1][C:2]1[CH:28]=[CH:27][C:5]([O:6][C:7]2[CH:12]=[CH:11][C:10]([NH:13][CH:14]3[CH2:19][CH2:18][N:17](C(OC(C)(C)C)=O)[CH2:16][CH2:15]3)=[CH:9][CH:8]=2)=[CH:4][CH:3]=1.Cl.O1CCOCC1>ClCCl>[ClH:1].[Cl:1][C:2]1[CH:28]=[CH:27][C:5]([O:6][C:7]2[CH:8]=[CH:9][C:10]([NH:13][CH:14]3[CH2:19][CH2:18][NH:17][CH2:16][CH2:15]3)=[CH:11][CH:12]=2)=[CH:4][CH:3]=1 |f:4.5|. Procedure details: In a similar manner as described above in Paragraph A, a solution of 1,1-dimethylethyl 4-[[4-(4-chlorophenoxy)phenyl]amino]-1-piperidinecarboxylate (1.34 g, 3.3 mmol) in dichloromethane (10 mL) was stirred as a solution of 4 M hydrochloric acid in dioxane (3.3 mL, 13.3 mmol) was added. The reaction was stirred for 17 hours. Solvent was removed to yield 1.14 g of N-[4-(4-chlorophenoxy)phenyl]-4-piperidinamine hydrochloride salt.